From a dataset of the Open Reaction Database (ORD), a public repository of structured organic reaction records. describe an organic reaction: reactants, conditions, products, and yield Reported procedure: To (E)-4-(dimethylamino)but-2-enoic acid hydrochloride (110 mg, 0.664 mmol) in acetonitrile (1.5 mL) was added oxalyl dichloride (75.9 mg, 0.598 mmol) followed by one drop of DMF. After heating to 60° C. for 30 minutes, the mixture was cooled to room temperature and concentrated to 0.5 mL total volume. The resulting solution was used without further purification. The reagents and catalysts are CN(C)C=O (DMF). The product is Cl.CN(C/C=C/C(=O)Cl)C ((E)-4-(dimethylamino)but-2-enoyl chloride hydrochloride). Conditions: temperature 60 celsius. Solvent: C(C)#N (acetonitrile). Reaction SMILES: [ClH:1].[CH3:2][N:3]([CH3:10])[CH2:4]/[CH:5]=[CH:6]/[C:7](O)=[O:8].C(Cl)(=O)C([Cl:14])=O>C(#N)C.CN(C=O)C>[ClH:14].[CH3:2][N:3]([CH3:10])[CH2:4]/[CH:5]=[CH:6]/[C:7]([Cl:1])=[O:8] |f:0.1,5.6|. Reactants: Cl.CN(C/C=C/C(=O)O)C ((E)-4-(dimethylamino)but-2-enoic acid hydrochloride), C(C(=O)Cl)(=O)Cl (oxalyl dichloride). Starting materials: Brc1cccc(Br)n1, O=C([O-])[O-], CC(C)(C)OC(=O)NC1CCNC1, [Cs+], [Cs+], O=C(C=Cc1ccccc1)C=Cc1ccccc1, O=C(C=Cc1ccccc1)C=Cc1ccccc1, O=C(C=Cc1ccccc1)C=Cc1ccccc1, [Pd], [Pd], c1ccc(P(c2ccccc2)c2ccc3ccccc3c2-c2c(P(c3ccccc3)c3ccccc3)ccc3ccccc23)cc1. The product is CC(C)(C)OC(=O)NC1CCN(c2cccc(Br)n2)C1. Reaction SMILES: [Br:1][c:2]1[n:3][c:4]([Br:8])[cH:5][cH:6][cH:7]1.[C:68](=[O:69])([O-:70])[O-:71].[C:9]([CH3:10])([CH3:11])([CH3:12])[O:13][C:14]([NH:15][CH:16]1[CH2:17][NH:18][CH2:19][CH2:20]1)=[O:21].[Cs+:72].[Cs+:73].[O:112]=[C:113]([CH:114]=[CH:115][c:116]1[cH:117][cH:118][cH:119][cH:120][cH:121]1)[CH:122]=[CH:123][c:124]1[cH:125][cH:126][cH:127][cH:128][cH:129]1.[O:76]=[C:77]([CH:78]=[CH:79][c:80]1[cH:81][cH:82][cH:83][cH:84][cH:85]1)[CH:86]=[CH:87][c:88]1[cH:89][cH:90][cH:91][cH:92][cH:93]1.[O:94]=[C:95]([CH:96]=[CH:97][c:98]1[cH:99][cH:100][cH:101][cH:102][cH:103]1)[CH:104]=[CH:105][c:106]1[cH:107][cH:108][cH:109][cH:110][cH:111]1.[Pd:74].[Pd:75].[c:22]1([P:23]([c:24]2[cH:25][cH:26][cH:27][cH:28][cH:29]2)[c:30]2[cH:31][cH:32][c:33]3[c:34]([cH:35][cH:36][cH:37][cH:38]3)[c:39]2-[c:40]2[c:41]3[c:42]([cH:43][cH:44][cH:45][cH:46]3)[cH:47][cH:48][c:49]2[P:50]([c:51]2[cH:52][cH:53][cH:54][cH:55][cH:56]2)[c:57]2[cH:58][cH:59][cH:60][cH:61][cH:62]2)[cH:63][cH:64][cH:65][cH:66][cH:67]1>>[c:2]1([N:18]2[CH2:17][CH:16]([NH:15][C:14]([O:13][C:9]([CH3:10])([CH3:11])[CH3:12])=[O:21])[CH2:20][CH2:19]2)[n:3][c:4]([Br:8])[cH:5][cH:6][cH:7]1. Reactants: [N-]=[N+]=[N-].[Na+] (NaN3), C(C)(C)(C)OC(=O)N1CC(CC(C1)COS(=O)(=O)C)N1C(C=2C(C=3C(=CC=CC13)Cl)=NOC2C)=O (3-(9-chloro-3-methyl-4-oxo-5H-isoxazolo[4,3-c]quinolin-5-yl)-5-methanesulfonyloxymethyl-piperidine-1-carboxylic acid tert-butyl ester). Run in CN(C)C=O (DMF). Conditions: temperature 60 celsius. Product: C(C)(C)(C)OC(=O)N1CC(CC(C1)N1C(C=2C(C=3C(=CC=CC13)Cl)=NOC2C)=O)CN=[N+]=[N-] (3-Azidomethyl-5-(9-chloro-3-methyl-4-oxo-5H-isoxazolo[4,3-c]quinolin-5-yl)-piperidine-1-carboxylic acid tert-butyl ester). Isolated yield 83.3%. Reaction SMILES: [N-:1]=[N+:2]=[N-:3].[Na+].[C:5]([O:9][C:10]([N:12]1[CH2:17][CH:16]([CH2:18]OS(C)(=O)=O)[CH2:15][CH:14]([N:24]2[C:33]3[CH:32]=[CH:31][CH:30]=[C:29]([Cl:34])[C:28]=3[C:27]3=[N:35][O:36][C:37]([CH3:38])=[C:26]3[C:25]2=[O:39])[CH2:13]1)=[O:11])([CH3:8])([CH3:7])[CH3:6]>CN(C=O)C>[C:5]([O:9][C:10]([N:12]1[CH2:13][CH:14]([N:24]2[C:33]3[CH:32]=[CH:31][CH:30]=[C:29]([Cl:34])[C:28]=3[C:27]3=[N:35][O:36][C:37]([CH3:38])=[C:26]3[C:25]2=[O:39])[CH2:15][CH:16]([CH2:18][N:1]=[N+:2]=[N-:3])[CH2:17]1)=[O:11])([CH3:8])([CH3:7])[CH3:6] |f:0.1|. Reported procedure: Add NaN3 (0.33 g, 5.1 mmol) to a solution of 3-(9-chloro-3-methyl-4-oxo-5H-isoxazolo[4,3-c]quinolin-5-yl)-5-methanesulfonyloxymethyl-piperidine-1-carboxylic acid tert-butyl ester (0.87 g, 1.7 mmol) in DMF (20 mL). Heat 24 H at 60° C., cool to 0° C. and quench with water. Concentrate to dryness. Partition between 20% iPrOH/CHCl3 and water. Extract 3×CHCl3. Wash the combined organics 2× with brine, dry over Na2SO4, filter and concentrate to dryness to afford the title compound (0.67 g, 84%) as a w... The reactants are CN(C)C=O (DMF), C([O-])([O-])=O.[Cs+].[Cs+] (Cesium carbonate), BrCC(=O)N1CCSCC1 (4-(bromoacetyl)thiomorpholine), OC1=CC=2C3=C(C(=NC2C=C1)N)N=C(N3CCC)COC (8-hydroxy-2-methoxymethyl-1-propyl-1H-imidazo[4,5-c]quinolin-4-amine). Run at temperature 70 celsius. The product is COCC1(N(C2=C(C=NC=3C=CC(=CC23)OCC(N2CCSCC2)=O)N1)CCC)N (2-(methoxymethyl)-8-(2-oxo-2-thiomorpholin-4-ylethoxy)-1-propyl-1H-imidazo[4,5-c]quinolin-amine). As a reaction SMILES: C(=O)([O-])[O-].[Cs+].[Cs+].Br[CH2:8][C:9]([N:11]1[CH2:16][CH2:15][S:14][CH2:13][CH2:12]1)=[O:10].[OH:17][C:18]1[CH:27]=[CH:26][C:25]2[N:24]=[C:23](N)[C:22]3[N:29]=[C:30]([CH2:35][O:36][CH3:37])[N:31]([CH2:32][CH2:33][CH3:34])[C:21]=3[C:20]=2[CH:19]=1.C[N:39](C=O)C>>[CH3:37][O:36][CH2:35][C:30]1([NH2:39])[NH:29][C:22]2[CH:23]=[N:24][C:25]3[CH:26]=[CH:27][C:18]([O:17][CH2:8][C:9](=[O:10])[N:11]4[CH2:16][CH2:15][S:14][CH2:13][CH2:12]4)=[CH:19][C:20]=3[C:21]=2[N:31]1[CH2:32][CH2:33][CH3:34] |f:0.1.2|. Procedure details: Cesium carbonate (1.7 g, 5.22 mmol, 3 eq) was added to a mixture of 4-(bromoacetyl)thiomorpholine (468 mg, 2.09 mmol, 1.2 eq, prepared according to the method described in Part C of Example 30) and 8-hydroxy-2-methoxymethyl-1-propyl-1H-imidazo[4,5-c]quinolin-4-amine (500 mg, 1.74 mmol, 1.0 eq) in 20 mL of DMF. The reaction mixture was heated to 70° C. and maintained for 14 hours. The reaction mixture was then cooled to ambient temperature, filtered, diluted with 50 mL of dichloromethane, concent... Starting materials: FC1=C(C=C2C=NNC2=C1)\C=C(/C#N)\C(C)=O ((2E)-2-[(6-Fluoro-1H-indazol-5-yl)methylidene]-3-oxobutanenitrile), CC1=NOC(=C1)N (3-methyl-1,2-oxazol-5-amine). Product: FC1=C(C=C2C=NNC2=C1)C1C2=C(NC(=C1C#N)C)ON=C2C (4-(6-Fluoro-1H-indazol-5-yl)-3,6-dimethyl-4,7-dihydroisoxazolo[5,4-b]pyridine-5-carbonitrile). As a reaction SMILES: [F:1][C:2]1[CH:10]=[C:9]2[C:5]([CH:6]=[N:7][NH:8]2)=[CH:4][C:3]=1/[CH:11]=[C:12](/[C:15](=O)[CH3:16])\[C:13]#[N:14].[CH3:18][C:19]1[CH:23]=[C:22]([NH2:24])[O:21][N:20]=1>>[F:1][C:2]1[CH:10]=[C:9]2[C:5]([CH:6]=[N:7][NH:8]2)=[CH:4][C:3]=1[CH:11]1[C:12]([C:13]#[N:14])=[C:15]([CH3:16])[NH:24][C:22]2[O:21][N:20]=[C:19]([CH3:18])[C:23]1=2. Reported procedure: 100 mg (0.44 mmol) (2E)-2-[(6-fluoro-1H-indazol-5-yl)methylidene]-3-oxobutanenitrile (Example 13A) were treated with 3-methyl-1,2-oxazol-5-amine following the procedure described in Example 2. The crude material was purified by preparative RP-HPLC (methanol/water+0.1% TFA gradient) to yield 55 mg (41% of th.) of the racemic title compound.